This data is from the Open Reaction Database (ORD), a public repository of structured organic reaction records. The task is: describe an organic reaction: reactants, conditions, products, and yield Starting materials: [F-].C(CCC)[N+](CCCC)(CCCC)CCCC.O1CCCC1 (tetrabutylammonium fluoride tetrahydrofuran), [Si](C)(C)(C(C)(C)C)OCC=1C=CC=C2C(CCN(C12)CC)OCC=C (8-t-Butyldimethylsilyloxymethyl-4-allyloxy-1-ethyl-1,2,3,4-tetrahydroquinoline), O (Water). Run in O1CCCC1 (tetrahydrofuran). Reaction conditions: time 1 hour. Yields the product OCC=1C=CC=C2C(CCN(C12)CC)OCC=C (8-hydroxymethyl-4-allyloxy-1-ethyl-1,2,3,4-tetrahydroquinoline). Isolated yield 105.0%. RXN SMILES: [Si]([O:8][CH2:9][C:10]1[CH:11]=[CH:12][CH:13]=[C:14]2[C:19]=1[N:18]([CH2:20][CH3:21])[CH2:17][CH2:16][CH:15]2[O:22][CH2:23][CH:24]=[CH2:25])(C(C)(C)C)(C)C.[F-].C([N+](CCCC)(CCCC)CCCC)CCC.O1CCCC1.O>O1CCCC1>[OH:8][CH2:9][C:10]1[CH:11]=[CH:12][CH:13]=[C:14]2[C:19]=1[N:18]([CH2:20][CH3:21])[CH2:17][CH2:16][CH:15]2[O:22][CH2:23][CH:24]=[CH2:25] |f:1.2.3|. Procedure: 8-t-Butyldimethylsilyloxymethyl-4-allyloxy-1-ethyl-1,2,3,4-tetrahydroquinoline (1.81 g) was dissolved in tetrahydrofuran (20 ml), and to this solution was added dropwise 1M tetrabutylammonium fluoride-tetrahydrofuran solution (6 ml) under ice-cooling. The mixture was stirred for 1 hour at the same temperature. Water was added to the reaction mixture and after distilling off tetrahydrofuran, the residue was extracted with dichloromethane. The extract was dried over anhydrous magnesium sulfate and...